Dataset: the Open Reaction Database (ORD), a public repository of structured organic reaction records. Task: describe an organic reaction: reactants, conditions, products, and yield The reactants are O (water), C(=O)(OC(C)(C)C)N1[C@H](C(=O)O)C[C@H](C1)O (Boc-4(R)-hydroxyproline), BrCC1=CC=CC2=CC=CC=C12 (1-(bromomethyl) naphthalene), [H-].[Na+] (Sodium hydride). Solvent: C1CCOC1 (THF). Run at temperature 0 celsius, time 1 hour. Yields the product C(=O)(OC(C)(C)C)N1[C@H](C(=O)O)C[C@H](C1)OCC1=CC=CC2=CC=CC=C12 (Boc-4(R)-(naphthalen-1-ylmethoxy)proline). The yield is 56.2%. As a reaction SMILES: [C:1]([N:8]1[CH2:15][C@H:14]([OH:16])[CH2:13][C@H:9]1[C:10]([OH:12])=[O:11])([O:3][C:4]([CH3:7])([CH3:6])[CH3:5])=[O:2].[H-].[Na+].Br[CH2:20][C:21]1[C:30]2[C:25](=[CH:26][CH:27]=[CH:28][CH:29]=2)[CH:24]=[CH:23][CH:22]=1.O>C1COCC1>[C:1]([N:8]1[CH2:15][C@H:14]([O:16][CH2:20][C:21]2[C:30]3[C:25](=[CH:26][CH:27]=[CH:28][CH:29]=3)[CH:24]=[CH:23][CH:22]=2)[CH2:13][C@H:9]1[C:10]([OH:12])=[O:11])([O:3][C:4]([CH3:7])([CH3:6])[CH3:5])=[O:2] |f:1.2|. Procedure: Commercially available Boc-4(R)-hydroxyproline (5.00 g, 21.6 mmol) was dissolved in THF (100 mL) and cooled to 0° C. Sodium hydride (60% dispersion in oil, 1.85 g, 45.4 mmol) was added portionwise over 10 minutes and the suspension was stirred at RT for 1 h. Then, 1-(bromomethyl) naphthalene (8.00 g, 36.2 mmol) (prepared as described in E. A. Dixon et al. Can. J. Chem., (1981), 59, 2629-2641) was added and the mixture was heated at reflux for 18 h. The mixture was poured into water (300 mL) and ... Starting materials: CO, Cc1cc(Cl)cc(C)c1-n1cc(C(=O)Cc2ccc(F)cc2F)ccc1=O, Cl, CC(C)(C)ON=O, C1CCOC1. The product is Cc1cc(Cl)cc(C)c1-n1cc(C(=O)C(=NO)c2ccc(F)cc2F)ccc1=O. As a reaction SMILES: [CH3:28][OH:29].[Cl:1][c:2]1[cH:3][c:4]([CH3:27])[c:5](-[n:9]2[c:10](=[O:26])[cH:11][cH:12][c:13]([C:15]([CH2:16][c:17]3[c:18]([F:24])[cH:19][c:20]([F:23])[cH:21][cH:22]3)=[O:25])[cH:14]2)[c:6]([CH3:8])[cH:7]1.[ClH:30].[N:31](=[O:32])[O:33][C:34]([CH3:35])([CH3:36])[CH3:37].[O:38]1[CH2:39][CH2:40][CH2:41][CH2:42]1>>[Cl:1][c:2]1[cH:3][c:4]([CH3:27])[c:5](-[n:9]2[c:10](=[O:26])[cH:11][cH:12][c:13]([C:15]([C:16]([c:17]3[c:18]([F:24])[cH:19][c:20]([F:23])[cH:21][cH:22]3)=[N:31][OH:32])=[O:25])[cH:14]2)[c:6]([CH3:8])[cH:7]1.